Dataset: the Open Reaction Database (ORD), a public repository of structured organic reaction records. Task: describe an organic reaction: reactants, conditions, products, and yield Reactants: NC1CCCC=2C(=CN=CC12)C1=CC=C(C#N)C=C1 ((rac)-4-(8-Amino-5,6,7,8-tetrahydroisoquinolin-4-yl)benzonitrile), ClC(=O)OCC (ethyl chloroformate). Yields the product C(#N)C1=CC=C(C=C1)C1=CN=CC=2C(CCCC12)NC(OCC)=O ((rac)-Ethyl 4-(4-cyanophenyl)-5,6,7,8-tetrahydroisoquinolin-8-ylcarbamate). Yield: 39.0%. Reaction SMILES: [NH2:1][CH:2]1[C:11]2[CH:10]=[N:9][CH:8]=[C:7]([C:12]3[CH:19]=[CH:18][C:15]([C:16]#[N:17])=[CH:14][CH:13]=3)[C:6]=2[CH2:5][CH2:4][CH2:3]1.Cl[C:21]([O:23][CH2:24][CH3:25])=[O:22]>>[C:16]([C:15]1[CH:14]=[CH:13][C:12]([C:7]2[C:6]3[CH2:5][CH2:4][CH2:3][CH:2]([NH:1][C:21](=[O:22])[O:23][CH2:24][CH3:25])[C:11]=3[CH:10]=[N:9][CH:8]=2)=[CH:19][CH:18]=1)#[N:17]. Procedure: In analogy to the procedure described for the preparation of example 3, (rac)-4-(8-amino-5,6,7,8-tetrahydroisoquinolin-4-yl)benzonitrile (example 1) was reacted with ethyl chloroformate to give the title compound as a off-white powder in 39% yield. MS: 322.2 (M+H+). Run at time 1 hour. Product: BrC=1C=C(COC(=O)NCCC(=O)OC(C)(C)C)C=CC1 (tert-Butyl 3-((3-bromobenzyloxy)carbonylamino)propanoate). Reactants: C(OCC1=CC(=CC=C1)Br)(OC1=CC=C(C=C1)[N+](=O)[O-])=O (3-bromobenzyl 4-nitrophenyl carbonate), C(C)N(C(C)C)C(C)C (N-ethyl-N-isopropylpropan-2-amine), Cl.NCCC(=O)OC(C)(C)C (tert-butyl 3-aminopropanoate hydrochloride). The yield is 91.8%. Solvent: C(Cl)Cl (DCM). Reaction SMILES: [C:1](=[O:21])(OC1C=CC([N+]([O-])=O)=CC=1)[O:2][CH2:3][C:4]1[CH:9]=[CH:8][CH:7]=[C:6]([Br:10])[CH:5]=1.C(N(C(C)C)C(C)C)C.Cl.[NH2:32][CH2:33][CH2:34][C:35]([O:37][C:38]([CH3:41])([CH3:40])[CH3:39])=[O:36]>C(Cl)Cl>[Br:10][C:6]1[CH:5]=[C:4]([CH:9]=[CH:8][CH:7]=1)[CH2:3][O:2][C:1]([NH:32][CH2:33][CH2:34][C:35]([O:37][C:38]([CH3:41])([CH3:40])[CH3:39])=[O:36])=[O:21] |f:2.3|. Reported procedure: To a solution of 3-bromobenzyl 4-nitrophenyl carbonate (8 g, 21.58 mmol) in DCM (50 mL) was added N-ethyl-N-isopropylpropan-2-amine (7.47 mL, 43.2 mmol) and tert-butyl 3-aminopropanoate hydrochloride (3.92 g, 21.58 mmol). Upon the completion of addition, the reaction mixture was stirred at room temperature for 1 h and then quenched with water. The resulting mixture was extracted with CH2Cl2 and the combined organic layer was dried over anhydrous Na2SO4, filtered, and concentrated. The resulting ...